This data is from the Open Reaction Database (ORD), a public repository of structured organic reaction records. The task is: describe an organic reaction: reactants, conditions, products, and yield Starting materials: C1=C(C=CC=2C3=CC=CC=C3NC12)OC/C(/F)=C/1\CN2CCC1CC2 ((E)-3-[2-(carbazol-2-yloxy)-1-fluoroethylidene]quinuclidine), C(C)O.Cl (hydrogen chloride ethanol). Run in C(C)O (ethanol). Conditions: time 3 minute. Product: Cl.C1=C(C=CC=2C3=CC=CC=C3NC12)OC/C(/F)=C/1\CN2CCC1CC2 ((E)-3-[2-(Carbazol-2-yloxy)-1-fluoroethylidene]quinuclidine hydrochloride). Isolated yield 80.0%. As a reaction SMILES: [CH:1]1[C:13]2[NH:12][C:11]3[C:6](=[CH:7][CH:8]=[CH:9][CH:10]=3)[C:5]=2[CH:4]=[CH:3][C:2]=1[O:14][CH2:15]/[C:16](=[C:18]1\[CH2:19][N:20]2[CH2:25][CH2:24][CH:23]\1[CH2:22][CH2:21]2)/[F:17].C(O)C.[ClH:29]>C(O)C>[ClH:29].[CH:1]1[C:13]2[NH:12][C:11]3[C:6](=[CH:7][CH:8]=[CH:9][CH:10]=3)[C:5]=2[CH:4]=[CH:3][C:2]=1[O:14][CH2:15]/[C:16](=[C:18]1\[CH2:19][N:20]2[CH2:25][CH2:24][CH:23]\1[CH2:22][CH2:21]2)/[F:17] |f:1.2,4.5|. Procedure: After dissolving (E)-3-[2-(carbazol-2-yloxy)-1-fluoroethylidene]quinuclidine (95.5 g, 284 mmol) in ethanol (7.0 l) while heating under reflux, a hydrogen chloride ethanol solution (about 5M, 90 ml) was added to the resulting solution with ice-cooling, spending 3 minutes. After additional 0.5 hour of ice-cooling, the thus precipitated crystals were collected by filtration and dried to give the title compound (85.2 g, 228 mmol, 80%).